From a dataset of the Open Reaction Database (ORD), a public repository of structured organic reaction records. describe an organic reaction: reactants, conditions, products, and yield Reactants: ClC1=CC=2N(C3=CC=CC=C3SC2C=C1)CCCN1CCN(CC1)CCCl (1-[3-(2-chloro-10H-phenothiazin-10-yl)propyl]-4-(2-chloroethyl)piperazine), Cl (hydrogen chloride), CC(C)NCCCC1=CC=C(C=C1)O (4-[3-(1-methylethyl)aminopropyl]phenol), [OH-].[Na+] (sodium hydroxide). Solvent: C(Cl)(Cl)Cl (chloroform), C(C)(=O)OCC (ethyl acetate), CS(=O)C (dimethylsulfoxide), C(C)(=O)OCC (ethyl acetate). Product: Cl.Cl.Cl.ClC1=CC=2N(C3=CC=CC=C3SC2C=C1)CCCN1CCN(CC1)CCOC1=CC=C(C=C1)CCCNC(C)C (1-[3-(2-chloro-10H-phenothiazin-10-yl)propyl]-4-[2-[4-[3-(1-methylethyl)aminopropyl]phenoxy]ethyl]piperazine trihydrochloride). As a reaction SMILES: [Cl:1][C:2]1[CH:15]=[CH:14][C:13]2[S:12][C:11]3[C:6](=[CH:7][CH:8]=[CH:9][CH:10]=3)[N:5]([CH2:16][CH2:17][CH2:18][N:19]3[CH2:24][CH2:23][N:22]([CH2:25][CH2:26]Cl)[CH2:21][CH2:20]3)[C:4]=2[CH:3]=1.[CH3:28][CH:29]([NH:31][CH2:32][CH2:33][CH2:34][C:35]1[CH:40]=[CH:39][C:38]([OH:41])=[CH:37][CH:36]=1)[CH3:30].[OH-].[Na+].[ClH:44]>CS(C)=O.C(OCC)(=O)C.C(Cl)(Cl)Cl>[ClH:1].[ClH:44].[ClH:1].[Cl:1][C:2]1[CH:15]=[CH:14][C:13]2[S:12][C:11]3[C:6](=[CH:7][CH:8]=[CH:9][CH:10]=3)[N:5]([CH2:16][CH2:17][CH2:18][N:19]3[CH2:20][CH2:21][N:22]([CH2:25][CH2:26][O:41][C:38]4[CH:39]=[CH:40][C:35]([CH2:34][CH2:33][CH2:32][NH:31][CH:29]([CH3:28])[CH3:30])=[CH:36][CH:37]=4)[CH2:23][CH2:24]3)[C:4]=2[CH:3]=1 |f:2.3,8.9.10.11|. Procedure: Using the conditions described above in method A, 1-[3-(2-chloro-10H-phenothiazin-10-yl)propyl]-4-(2-chloroethyl)piperazine (13.9 g) and 4-[3-(1-methylethyl)aminopropyl]phenol (7.0 g) were reacted in the presence of 9.25 ml 4.0N sodium hydroxide in 100 ml dimethylsulfoxide. The crude free base, isolated by extraction using chloroform, was dissolved in ethyl acetate and treated with hydrogen chloride in ethyl acetate to give the crude trihydrochloride salt. Crystallization from methanol-isopropan...